Dataset: the Open Reaction Database (ORD), a public repository of structured organic reaction records. Task: describe an organic reaction: reactants, conditions, products, and yield The reactants are glass, CNC(CCCCCCCCCCC)C=1C(C2=CC=CC=C2C(C1O)=O)=O (2-(1-methylaminododecyl)-3-hydroxy-1,4-naphthoquinone), S(O)(O)(=O)=O (sulfuric acid). Run in C=1(C(=CC=CC1)C)C (xylene). Run at temperature 120 celsius. The product is C(=CCCCCCCCCCC)C=1C(C2=CC=CC=C2C(C1O)=O)=O (2-(1-dodecenyl)-3-hydroxy-1,4-naphthoquinone). Isolated yield 80.8%. Reaction SMILES: CN[CH:3]([C:15]1[C:16](=[O:27])[C:17]2[C:22]([C:23](=[O:26])[C:24]=1[OH:25])=[CH:21][CH:20]=[CH:19][CH:18]=2)[CH2:4][CH2:5][CH2:6][CH2:7][CH2:8][CH2:9][CH2:10][CH2:11][CH2:12][CH2:13][CH3:14].S(=O)(=O)(O)O>C1(C)C(C)=CC=CC=1>[CH:3]([C:15]1[C:16](=[O:27])[C:17]2[C:22]([C:23](=[O:26])[C:24]=1[OH:25])=[CH:21][CH:20]=[CH:19][CH:18]=2)=[CH:4][CH2:5][CH2:6][CH2:7][CH2:8][CH2:9][CH2:10][CH2:11][CH2:12][CH2:13][CH3:14]. Reported procedure: Into a 30 ml glass autoclave, 1.00 g (2.67 mmol) of 2-(1-methylaminododecyl)-3-hydroxy-1,4-naphthoquinone, 305.6 mg (1.1 mmol times relative to the starting material) of concentrated sulfuric acid and 20 ml of xylene were charged, then heated to 120° C. under stirring and maintained at that temperature for one hour. The mixture was left to cool and then extracted with a benzene/water system. The organic layer was dried over sodium sulfate, and the solvent was distilled off. The residue was recry... The reactants are C(C=C)C12C3=CC=CC=C3C(C=3C=CC=CC13)CC2 (9-β-propenyl-9,10-dihydro-9,10-ethanoanthracene), ClC1=CC(=CC=C1)C(=O)OO (m-chloroperbenzoic acid). Solvent: CCOCC (ether), C1=CC=CC=C1 (benzene). Yields the product O1C(CC2=CC=CC=3C4C5=CC=CC=C5C(C23)CC4)C1 (9-β,γ-epoxypropyl-9,10-dihydro-9,10-ethanoanthracene). As a reaction SMILES: C([C:4]12[CH2:19][CH2:18][CH:11]([C:12]3[CH:13]=[CH:14][CH:15]=[CH:16][C:17]=31)[C:10]1[C:5]2=[CH:6][CH:7]=[CH:8][CH:9]=1)C=C.ClC1C=CC=[C:23]([C:27]([O:29]O)=O)[CH:22]=1>CCOCC.C1C=CC=CC=1>[O:29]1[CH2:27][CH:23]1[CH2:22][C:6]1[C:5]2[CH:4]3[CH2:19][CH2:18][CH:11]([C:12]4[C:17]3=[CH:16][CH:15]=[CH:14][CH:13]=4)[C:10]=2[CH:9]=[CH:8][CH:7]=1. Procedure details: A solution of 9-β-propenyl-9,10-dihydro-9,10-ethanoanthracene (1.1 g) and m-chloroperbenzoic acid (1.6 g) in ether was stirred at room temperature for 5 days. The solution was diluted with benzene, washed with aqueous sodium hydroxide solution and water, dried over anhydrous sodium sulfate and evaporated to dryness to give 9-β,γ-epoxypropyl-9,10-dihydro-9,10-ethanoanthracene as an oil, I.R., 3070, 3040, 3020, 2860, 1263, 1140, 1033, 830, 760, 680, 630 cm-1.